From a dataset of the Open Reaction Database (ORD), a public repository of structured organic reaction records. describe an organic reaction: reactants, conditions, products, and yield The reactants are BrC1=CC=C2CC3(C(C2=C1)(C(=C)OCC)NS(=O)C(C)(C)C)CCC(CC3)OC (N-(6′-bromo-1′-(1-ethoxyvinyl)-4-methoxy-1′,3′-dihydrospiro[cyclohexane-1,2′-indene]-1′-yl)-2-methylpropane-2-sulfinamide), C(=O)(OC(C)(C)C)OC(=O)[O-] (tert-Butyl dicarbonate). Reagents/catalysts: CN(C)C=1C=CN=CC1 (DMAP). Solvent: C1CCOC1 (THF). Conditions: time 8 hour. Product: BrC1=CC=C2CC3(C(C2=C1)(C(=O)OCC)NS(=O)C(C)(C)C)CCC(CC3)OC (ethyl 6′-bromo-1′-(1,1-dimethylethylsulfinamido)-4-methoxy-1′,3′-dihydrospiro[cyclohexane-1,2′-indene]-1′-carboxylate). Isolated yield 56.1%. As a reaction SMILES: [Br:1][C:2]1[CH:10]=[C:9]2[C:5]([CH2:6][C:7]3([CH2:27][CH2:26][CH:25]([O:28][CH3:29])[CH2:24][CH2:23]3)[C:8]2([NH:16][S:17]([C:19]([CH3:22])([CH3:21])[CH3:20])=[O:18])[C:11]([O:13][CH2:14][CH3:15])=C)=[CH:4][CH:3]=1.C(OC([O-])=O)(OC(C)(C)C)=[O:31]>CN(C1C=CN=CC=1)C.C1COCC1>[Br:1][C:2]1[CH:10]=[C:9]2[C:5]([CH2:6][C:7]3([CH2:27][CH2:26][CH:25]([O:28][CH3:29])[CH2:24][CH2:23]3)[C:8]2([NH:16][S:17]([C:19]([CH3:21])([CH3:22])[CH3:20])=[O:18])[C:11]([O:13][CH2:14][CH3:15])=[O:31])=[CH:4][CH:3]=1. Procedure: A mixture of compound 5 (50 mg, 0.11 mmol, 76% purity), tert-Butyl dicarbonate (48 mg, 0.22 mmol) and DMAP (27 mg, 0.22 mmol) in THF (5 mL) was stirred at ambient temperature overnight. The solvent was removed by evaporation in vacuo, the residue was purified by preparative TLC on silica gel eluting with petroleum ether:ethyl acetate=2:1 to give compound 6 (30 mg, 50%) as a white solid. LC-MS: 699-091-1B, tR=2.06 min in 3 min chromatography, MS (ESI) m/z=546.2 [M+H]+. Reactants: O1[C@H](COC2=C1C=CC=C2)C(=O)N2C[C@H](CCC2)C2=C(C=CC=C2)F ((R)-2,3-Dihydrobenzo[1,4]dioxin-2-yl-[(R*)-3-(2-fluorophenyl)piperidin-1-yl]methanone), B.C1CCOC1 (BH3THF). Yields the product O1[C@H](COC2=C1C=CC=C2)CN2C[C@H](CCC2)C2=C(C=CC=C2)F ((R*)-1-[(S)-1-(2,3-Dihydrobenzo[1,4]dioxin-2-yl)methyl]-3-(2-fluorophenyl)piperidine). Isolated yield 235.6%. As a reaction SMILES: [O:1]1[C:6]2[CH:7]=[CH:8][CH:9]=[CH:10][C:5]=2[O:4][CH2:3][C@@H:2]1[C:11]([N:13]1[CH2:18][CH2:17][CH2:16][C@H:15]([C:19]2[CH:24]=[CH:23][CH:22]=[CH:21][C:20]=2[F:25])[CH2:14]1)=O.B.C1COCC1>>[O:1]1[C:6]2[CH:7]=[CH:8][CH:9]=[CH:10][C:5]=2[O:4][CH2:3][C@@H:2]1[CH2:11][N:13]1[CH2:18][CH2:17][CH2:16][C@H:15]([C:19]2[CH:24]=[CH:23][CH:22]=[CH:21][C:20]=2[F:25])[CH2:14]1 |f:1.2|. Procedure: (R)-2,3-Dihydrobenzo[1,4]dioxin-2-yl-[(R*)-3-(2-fluorophenyl)piperidin-1-yl]methanone (10 mg, 0.0035 mmol) was treated with BH3THF according to the above general procedure. Flash chromatography gave 2.7 mg of the title compound. Starting materials: Cc1ccc2cc(CBr)ccc2c1, CS(C)=O, O. The product is Cc1ccc2cc(C=O)ccc2c1. Reaction SMILES: [Br:1][CH2:2][c:3]1[cH:4][c:5]2[cH:6][cH:7][c:8]([CH3:13])[cH:9][c:10]2[cH:11][cH:12]1.[CH3:14][S:15](=[O:16])[CH3:17].[OH2:18]>>[CH:2]([c:3]1[cH:4][c:5]2[cH:6][cH:7][c:8]([CH3:13])[cH:9][c:10]2[cH:11][cH:12]1)=[O:16]. Starting materials: CC1=C(C=CC(=C1)N1CC(CC1)N1C(CCC1)C)N (2-methyl-4-(2-methyl-[1,3′]bipyrrolidinyl-1′-yl)-phenylamine), ClC=1C=C2C(C=C(OC2=CC1)C(=O)O)=O (6-chloro-4-oxo-4H-chromene-2-carboxylic acid). Yields the product CC1=C(C=CC(=C1)N1CC(CC1)N1C(CCC1)C)NC(=O)C=1OC2=CC=C(C=C2C(C1)=O)Cl (6-Chloro-4-oxo-4H-chromene-2-carboxylic acid [2-methyl-4-(2-methyl-[1,3′]bipyrrolidinyl-1′-yl)-phenyl]-amide). RXN SMILES: [CH3:1][C:2]1[CH:7]=[C:6]([N:8]2[CH2:12][CH2:11][CH:10]([N:13]3[CH2:17][CH2:16][CH2:15][CH:14]3[CH3:18])[CH2:9]2)[CH:5]=[CH:4][C:3]=1[NH2:19].[Cl:20][C:21]1[CH:22]=[C:23]2[C:28](=[CH:29][CH:30]=1)[O:27][C:26]([C:31](O)=[O:32])=[CH:25][C:24]2=[O:34]>>[CH3:1][C:2]1[CH:7]=[C:6]([N:8]2[CH2:12][CH2:11][CH:10]([N:13]3[CH2:17][CH2:16][CH2:15][CH:14]3[CH3:18])[CH2:9]2)[CH:5]=[CH:4][C:3]=1[NH:19][C:31]([C:26]1[O:27][C:28]2[C:23]([C:24](=[O:34])[CH:25]=1)=[CH:22][C:21]([Cl:20])=[CH:30][CH:29]=2)=[O:32]. Procedure details: The title compound was prepared in a manner substantially the same as example 1 by coupling 2-methyl-4-(2-methyl-[1,3′]bipyrrolidinyl-1′-yl)-phenylamine with 6-chloro-4-oxo-4H-chromene-2-carboxylic acid. MS: 466.2 (M+H). The reactants are C(CCC)[Si](CCCCC1CC=2C=C(C(=C(C2CC1)B(O)O)F)F)(C)C (6-[4-(butyldimethylsilanyl)butyl]-2,3-difluoro-5,6,7,8-tetrahydronaphthalene-1-boronic acid), BrC(CCCC1=CC=CC=C1)CCCCCC (4-bromodecylbenzene). Product: C(CCC)[Si](CCCCC1CC2=CC(=C(C(=C2CC1)C1=CC=C(C=C1)CCCCCCCCCC)F)F)(C)C (2-[4-(Butyldimethylsilanyl)butyl]-5-(4-decylphenyl)-6,7-difluoro-1,2,3,4-tetrahydronaphthalene). RXN SMILES: [CH2:1]([Si:5]([CH3:26])([CH3:25])[CH2:6][CH2:7][CH2:8][CH2:9][CH:10]1[CH2:19][CH2:18][C:17]2[C:16](B(O)O)=[C:15]([F:23])[C:14]([F:24])=[CH:13][C:12]=2[CH2:11]1)[CH2:2][CH2:3][CH3:4].Br[CH:28]([CH2:38][CH2:39][CH2:40][CH2:41][CH2:42][CH3:43])[CH2:29][CH2:30][CH2:31][C:32]1[CH:37]=[CH:36][CH:35]=[CH:34][CH:33]=1>>[CH2:1]([Si:5]([CH3:26])([CH3:25])[CH2:6][CH2:7][CH2:8][CH2:9][CH:10]1[CH2:19][CH2:18][C:17]2[C:12](=[CH:13][C:14]([F:24])=[C:15]([F:23])[C:16]=2[C:35]2[CH:34]=[CH:33][C:32]([CH2:31][CH2:30][CH2:29][CH2:28][CH2:38][CH2:39][CH2:40][CH2:41][CH2:42][CH3:43])=[CH:37][CH:36]=2)[CH2:11]1)[CH2:2][CH2:3][CH3:4]. Procedure: From 6-[4-(butyldimethylsilanyl)butyl]-2,3-difluoro-5,6,7,8-tetrahydronaphthalene-1-boronic acid and 4-bromodecylbenzene by means of the Suzuki coupling. The reactants are [H][H] (hydrogen), [N+](=O)([O-])C1=C(C=CC(=C1)[N+](=O)[O-])CC(=O)O (2,4-dinitrophenylacetic acid), C(O)([O-])=O.[Na+] (sodium hydrogen carbonate). The reagents and catalysts are [Pd] (palladium on charcoal). Solvent: O (water). Yields the product [Na+].NC1=C(C=CC(=C1)N)CC(=O)[O-] (2,4-diaminophenylacetic acid sodium salt). Yield: 84.1%. Reaction SMILES: [N+:1]([C:4]1[CH:9]=[C:8]([N+:10]([O-])=O)[CH:7]=[CH:6][C:5]=1[CH2:13][C:14]([OH:16])=[O:15])([O-])=O.[H][H].C(=O)([O-])O.[Na+:23]>O.[Pd]>[Na+:23].[NH2:1][C:4]1[CH:9]=[C:8]([NH2:10])[CH:7]=[CH:6][C:5]=1[CH2:13][C:14]([O-:16])=[O:15] |f:2.3,6.7|. Reported procedure: Five grams of 2,4-dinitrophenylacetic acid were dissolved in a solution of 1.9 gm of sodium hydrogen carbonate in 200 ml water and reduced with hydrogen in the presence of 0.3 gm of palladium on charcoal at room temperature. After completion of the uptake of hydrogen, the catalyst was filtered off, and the filtrate was evaporated in a rotary evaporator at a bath temperature of 30° C. maximum. An amount of 3.5 gm of 2,4-diaminophenylacetic acid sodium salt was obtained. The reactants are FC1=CC=C2C(N3C(=NC2=C1)C(C1=CC(=CC=C13)F)=O)=O (3,8-difluoroindolo[2,1-b]quinazoline-6,12-dione), C(N)(OC(C)(C)C)=O (t-butyl carbamate), [H-].[Li+] (lithium hydride). Solvent: CN(C)C=O (DMF), C(Cl)(Cl)Cl (chloroform). Yields the product C(C)(C)(C)OC(=O)NC1=CC=C2C(N3C(=NC2=C1)C(C1=CC(=CC=C13)F)=O)=O (3-(N-t-butyloxycarbonylamino)-8-fluoroindolo[2,1-b]quinazoline-6,12-dione). RXN SMILES: F[C:2]1[CH:11]=[C:10]2[C:5]([C:6](=[O:21])[N:7]3[C:18]4[C:13](=[CH:14][C:15]([F:19])=[CH:16][CH:17]=4)[C:12](=[O:20])[C:8]3=[N:9]2)=[CH:4][CH:3]=1.[C:22](=[O:29])([O:24][C:25]([CH3:28])([CH3:27])[CH3:26])[NH2:23].[H-].[Li+]>CN(C=O)C.C(Cl)(Cl)Cl>[C:25]([O:24][C:22]([NH:23][C:2]1[CH:11]=[C:10]2[C:5]([C:6](=[O:21])[N:7]3[C:18]4[C:13](=[CH:14][C:15]([F:19])=[CH:16][CH:17]=4)[C:12](=[O:20])[C:8]3=[N:9]2)=[CH:4][CH:3]=1)=[O:29])([CH3:28])([CH3:27])[CH3:26] |f:2.3|. Procedure details: A solution of 3,8-difluoroindolo[2,1-b]quinazoline-6,12-dione (0.1 mmol, Example 36), t-butyl carbamate (0.11 mmol) and lithium hydride (0.12 mmol) in DMF (0.1 mM) is stirred at 70° C. for 12 h. The resulting reaction mixture is diluted with chloroform, washed with 0.1N HCl, sodium bicarbonate solution, dried (MgSO4) and the solvent is evaporated. Silica gel chromatography (1% MeOH/CHCl3) gives 3-(N-t-butyloxycarbonylamino)-8-fluoroindolo[2,1-b]quinazoline-6,12-dione. Starting materials: CO, N, N#CC1CCC(O)CC1. Yields the product NCC1CCC(O)CC1. Reaction SMILES: [CH3:11][OH:12].[NH3:1].[OH:2][CH:3]1[CH2:4][CH2:5][CH:6]([C:9]#[N:10])[CH2:7][CH2:8]1>>[OH:2][CH:3]1[CH2:4][CH2:5][CH:6]([CH2:9][NH2:10])[CH2:7][CH2:8]1.